From a dataset of the Open Reaction Database (ORD), a public repository of structured organic reaction records. describe an organic reaction: reactants, conditions, products, and yield The reactants are CC(C)(C)O, C=CC#N, CC(=O)O, O, O=S(=O)(O)O. The product is C=CC(=O)NC(C)(C)C. As a reaction SMILES: [C:5]([CH3:6])([CH3:7])([CH3:8])[OH:9].[CH2:1]=[CH:2][C:3]#[N:4].[CH3:10][C:11]([OH:12])=[O:13].[OH2:19].[S:14](=[O:15])(=[O:16])([OH:17])[OH:18]>>[CH2:1]=[CH:2][C:3]([NH:4][C:5]([CH3:6])([CH3:7])[CH3:8])=[O:12]. The reactants are II, 2-Cl-4-CH3OC6H3, [H-].[Li+] (lithium hydride), C(C(=O)C)P(OCC)(OCC)=O (diethyl acetonylphosphonate), ClC1=C(OCCCCCCCI)C=CC(=C1)OC (7-(2-chloro-4-methoxyphenoxy)-heptyl iodide). Product: C(C)(=O)C(CCCCCCCOC1=C(C=C(C=C1)OC)Cl)P(OCC)(OCC)=O (diethyl [1-acetyl-8-(2-chloro-4-methoxyphenoxy)-octyl]phosphonate). The yield is 18.4%. As a reaction SMILES: [H-].[Li+].[CH2:3]([P:7](=[O:14])([O:11][CH2:12][CH3:13])[O:8][CH2:9][CH3:10])[C:4]([CH3:6])=[O:5].[Cl:15][C:16]1[CH:30]=[C:29]([O:31][CH3:32])[CH:28]=[CH:27][C:17]=1[O:18][CH2:19][CH2:20][CH2:21][CH2:22][CH2:23][CH2:24][CH2:25]I>>[C:4]([CH:3]([P:7](=[O:14])([O:8][CH2:9][CH3:10])[O:11][CH2:12][CH3:13])[CH2:25][CH2:24][CH2:23][CH2:22][CH2:21][CH2:20][CH2:19][O:18][C:17]1[CH:27]=[CH:28][C:29]([O:31][CH3:32])=[CH:30][C:16]=1[Cl:15])(=[O:5])[CH3:6] |f:0.1|. Procedure details: [II; Ar is 2-Cl-4-CH3OC6H3, Y is O(CH2)7, R is C2H5, R' is CH3CO] was prepared from 0.57 g of lithium hydride, 13.9 g of diethyl acetonylphosphonate and 27.8 g of 7-(2-chloro-4-methoxyphenoxy)-heptyl iodide according to the procedure of Example 2(b). The product was chromatographed on Florisil and further purified by preparative thin layer chromatography (TLC) on silica gel to give 5.9 g of diethyl [1-acetyl-8-(2-chloro-4-methoxyphenoxy)-octyl]phosphonate as a yellow oil; MIC vs. herpes simplex ... The reactants are C[Mg]Cl (Methylmagnesium chloride), C(C)C1=NN(C2=CC(=CC=C12)C(=O)N(C)OC)COCC[Si](C)(C)C (3-Ethyl-N-methoxy-N-methyl-1-{[2-(trimethylsilyl)ethoxy]methyl}-1H-indazole-6-carboxamide). Solvent: O1CCCC1 (tetrahydrofuran). Product: C(C)C1=NN(C2=CC(=CC=C12)C(C)=O)COCC[Si](C)(C)C (1-(3-Ethyl-1-{[2-(trimethylsilyl)ethoxy]methyl}-1H-indazol-6-yl)ethanone). Reaction SMILES: [CH3:1][Mg]Cl.[CH2:4]([C:6]1[C:14]2[C:9](=[CH:10][C:11]([C:15](N(OC)C)=[O:16])=[CH:12][CH:13]=2)[N:8]([CH2:21][O:22][CH2:23][CH2:24][Si:25]([CH3:28])([CH3:27])[CH3:26])[N:7]=1)[CH3:5]>O1CCCC1>[CH2:4]([C:6]1[C:14]2[C:9](=[CH:10][C:11]([C:15](=[O:16])[CH3:1])=[CH:12][CH:13]=2)[N:8]([CH2:21][O:22][CH2:23][CH2:24][Si:25]([CH3:26])([CH3:27])[CH3:28])[N:7]=1)[CH3:5]. Procedure: Methylmagnesium chloride (7.7 mL, 3M in tetrahydrofuran) was added dropwise at −78° C. under an atmosphere of argon to a solution of 3-Ethyl-N-methoxy-N-methyl-1-{[2-(trimethylsilyl)ethoxy]methyl}-1H-indazole-6-carboxamide (4.0 g, 0.011 mol) in tetrahydrofuran (114 mL). The resulting mixture was allowed to warm slowly to room temperature. The reaction was then quenched by the addition of a saturated solution of ammonium chloride. Ethyl acetate (150 mL) and water (100 mL) were then added, and the... Starting materials: O=C([O-])[O-], CCOc1cc(CC(=O)NC(C(=O)O)c2ccccc2N2CCCCC2)ccc1C(=O)OCc1ccccc1, CI, [K+], [K+], CN(C)C=O. Yields the product CCOc1cc(CC(=O)NC(C(=O)OC)c2ccccc2N2CCCCC2)ccc1C(=O)OCc1ccccc1. RXN SMILES: [C:1](=[O:2])([O-:3])[O-:4].[CH2:7]([CH3:8])[O:9][c:10]1[c:11]([C:12](=[O:13])[O:14][CH2:15][c:16]2[cH:17][cH:18][cH:19][cH:20][cH:21]2)[cH:22][cH:23][c:24]([CH2:26][C:27](=[O:28])[NH:29][CH:30]([c:31]2[c:32]([N:37]3[CH2:38][CH2:39][CH2:40][CH2:41][CH2:42]3)[cH:33][cH:34][cH:35][cH:36]2)[C:43](=[O:44])[OH:45])[cH:25]1.[CH3:46][I:47].[K+:5].[K+:6].[O:48]=[CH:49][N:50]([CH3:51])[CH3:52]>>[CH3:1][O:45][C:43]([CH:30]([NH:29][C:27]([CH2:26][c:24]1[cH:23][cH:22][c:11]([C:12](=[O:13])[O:14][CH2:15][c:16]2[cH:17][cH:18][cH:19][cH:20][cH:21]2)[c:10]([O:9][CH2:7][CH3:8])[cH:25]1)=[O:28])[c:31]1[c:32]([N:37]2[CH2:38][CH2:39][CH2:40][CH2:41][CH2:42]2)[cH:33][cH:34][cH:35][cH:36]1)=[O:44]. Starting materials: CC(=O)[O-], CCO, Cc1ccc(C=O)s1, Cl, NO, [Na+], O. Product: Cc1ccc(C=NO)s1. RXN SMILES: [CH3:13][C:14](=[O:15])[O-:16].[CH3:17][CH2:18][OH:19].[CH3:1][c:2]1[cH:3][cH:4][c:5]([CH:7]=[O:8])[s:6]1.[ClH:9].[NH2:10][OH:11].[Na+:12].[OH2:20]>>[CH3:1][c:2]1[cH:3][cH:4][c:5]([CH:7]=[N:10][OH:11])[s:6]1.